Dataset: the Open Reaction Database (ORD), a public repository of structured organic reaction records. Task: describe an organic reaction: reactants, conditions, products, and yield Starting materials: CCOC(=O)c1ccc(N2CCC(NC(=O)OC(C)(C)C)C2)c(F)c1NC1CC1, CO, [Na+], C1CCOC1, [OH-]. Product: CC(C)(C)OC(=O)NC1CCN(c2ccc(C(=O)O)c(NC3CC3)c2F)C1. As a reaction SMILES: [CH2:1]([CH3:2])[O:3][C:4]([c:5]1[c:6]([NH:25][CH:26]2[CH2:27][CH2:28]2)[c:7]([F:24])[c:8]([N:11]2[CH2:12][CH:13]([NH:16][C:17](=[O:18])[O:19][C:20]([CH3:21])([CH3:22])[CH3:23])[CH2:14][CH2:15]2)[cH:9][cH:10]1)=[O:29].[CH3:37][OH:38].[Na+:31].[O:32]1[CH2:33][CH2:34][CH2:35][CH2:36]1.[OH-:30]>>[O:3]=[C:4]([c:5]1[c:6]([NH:25][CH:26]2[CH2:27][CH2:28]2)[c:7]([F:24])[c:8]([N:11]2[CH2:12][CH:13]([NH:16][C:17](=[O:18])[O:19][C:20]([CH3:21])([CH3:22])[CH3:23])[CH2:14][CH2:15]2)[cH:9][cH:10]1)[OH:29].